Dataset: the Open Reaction Database (ORD), a public repository of structured organic reaction records. Task: describe an organic reaction: reactants, conditions, products, and yield The reactants are FC1=CC=C(C=C1)C1=NN2C(C=C(C(=C2)N(S(=O)(=O)C)CCO)C2=CC(=CC=C2)C(NC(C)(C)C2=CC=CC=C2)=O)=C1C(=O)O (2-(4-fluorophenyl)-6-(N-(2-hydroxyethyl)methylsulfonamido)-5-(3-(2-phenylpropan-2-ylcarbamoyl)phenyl)pyrazolo[1,5-a]pyridine-3-carboxylic acid), C1=CC2=C(N=C1)N(N=N2)O (HOAT), C(C)(C)N(CC)C(C)C (diisopropylethylamine), Cl.CN (methylamine hydrochloride), CCN=C=NCCCN(C)C (EDCI). Solvent: CN(C)C=O (DMF), ClCCl (dichloromethane). Yields the product C(C)(=O)[O-].[NH4+] (ammonium acetate), FC1=CC=C(C=C1)C1=NN2C(C=C(C(=C2)N(S(=O)(=O)C)CCO)C2=CC(=CC=C2)C(NC(C)(C)C2=CC=CC=C2)=O)=C1C(=O)NC (2-(4-fluorophenyl)-6-(N-(2-hydroxyethyl)methylsulfonamido)-N-methyl-5-(3-(2-phenylpropan-2-ylcarbamoyl)phenyl)pyrazolo[1,5-a]pyridine-3-carboxamide). Reaction SMILES: [F:1][C:2]1[CH:7]=[CH:6][C:5]([C:8]2[C:42]([C:43]([OH:45])=[O:44])=[C:11]3[CH:12]=[C:13]([C:24]4[CH:29]=[CH:28][CH:27]=[C:26]([C:30](=[O:41])[NH:31][C:32]([C:35]5[CH:40]=[CH:39][CH:38]=[CH:37][CH:36]=5)([CH3:34])[CH3:33])[CH:25]=4)[C:14]([N:16]([CH2:21][CH2:22][OH:23])[S:17]([CH3:20])(=[O:19])=[O:18])=[CH:15][N:10]3[N:9]=2)=[CH:4][CH:3]=1.C1C=[N:50][C:49]2N(O)N=NC=2C=1.C(N(C(C)C)CC)(C)C.Cl.CN.CCN=C=NCCCN(C)C>CN(C=O)C.ClCCl>[C:43]([O-:45])(=[O:44])[CH3:42].[NH4+:9].[F:1][C:2]1[CH:7]=[CH:6][C:5]([C:8]2[C:42]([C:43]([NH:50][CH3:49])=[O:45])=[C:11]3[CH:12]=[C:13]([C:24]4[CH:29]=[CH:28][CH:27]=[C:26]([C:30](=[O:41])[NH:31][C:32]([C:35]5[CH:40]=[CH:39][CH:38]=[CH:37][CH:36]=5)([CH3:33])[CH3:34])[CH:25]=4)[C:14]([N:16]([CH2:21][CH2:22][OH:23])[S:17]([CH3:20])(=[O:19])=[O:18])=[CH:15][N:10]3[N:9]=2)=[CH:4][CH:3]=1 |f:3.4,8.9|. Procedure: To a solution containing 2-(4-fluorophenyl)-6-(N-(2-hydroxyethyl)methylsulfonamido)-5-(3-(2-phenylpropan-2-ylcarbamoyl)phenyl)pyrazolo[1,5-a]pyridine-3-carboxylic acid (0.021 g, 0.033 mmol), HOAT (0.0050 g, 0.036 mmol), diisopropylethylamine (0.070 mL, 0.40 mmol), methylamine hydrochloride (0.0090 g, 0.13 mmol), dichloromethane (0.70 mL) and DMF (0.14 mL) was added EDCI (0.020 g, 0.10 mmol). The solution was maintained at room temperature for 15 h and concentrated. Purification by preparative HP... Starting materials: [N+](=O)([O-])C=1C=C(C=CC1)CC(C)NC=O (1-(3'-nitro-phenyl)-2-formylamino-propane). Reagents/catalysts: [Ni] (Raney nickel). Solvent: CO (methanol). Yields the product NC=1C=C(C=CC1)CC(C)NC=O (1-(3'-aminophenyl)-2-formylamino-propane). Reaction SMILES: [N+:1]([C:4]1[CH:5]=[C:6]([CH2:10][CH:11]([NH:13][CH:14]=[O:15])[CH3:12])[CH:7]=[CH:8][CH:9]=1)([O-])=O>CO.[Ni]>[NH2:1][C:4]1[CH:5]=[C:6]([CH2:10][CH:11]([NH:13][CH:14]=[O:15])[CH3:12])[CH:7]=[CH:8][CH:9]=1. Procedure: 5.2 gm of 1-(3'-nitro-phenyl)-2-formylamino-propane was hydrogenated in methanol in the presence of Raney nickel at atmospheric pressure and room temperature. Thereafter, the catalyst was filtered off, the solvent was evaporated from the filtrate, and the residue was chromatographed on a silicagel column, using methanol/chloroform (2:8) as the flow agent. The eluate was evaporated, and the residue was recrystallized from ethyl acetate, yielding 1-(3'-aminophenyl)-2-formylamino-propane which had ...